From a dataset of the Open Reaction Database (ORD), a public repository of structured organic reaction records. describe an organic reaction: reactants, conditions, products, and yield Reactants: COC(=O)C(Cl)Cc1ccc(Sc2ccccc2)nc1, O=C(OO)c1cccc(Cl)c1, ClCCl. Reaction SMILES: [Cl:1][CH:2]([C:3](=[O:4])[O:5][CH3:6])[CH2:7][c:8]1[cH:9][n:10][c:11]([S:14][c:15]2[cH:16][cH:17][cH:18][cH:19][cH:20]2)[cH:12][cH:13]1.[Cl:21][c:22]1[cH:23][cH:24][cH:25][c:26]([C:27]([O:28][OH:30])=[O:29])[cH:31]1.[Cl:32][CH2:33][Cl:34]>>[Cl:1][CH:2]([C:3](=[O:4])[O:5][CH3:6])[CH2:7][c:8]1[cH:9][n:10][c:11]([S:14]([c:15]2[cH:16][cH:17][cH:18][cH:19][cH:20]2)=[O:29])[cH:12][cH:13]1. The product is COC(=O)C(Cl)Cc1ccc(S(=O)c2ccccc2)nc1. The reactants are CCN(CC)C(=O)c1ccc(I)cc1, C1CCOC1, C1CCOC1, [Li]CCCC, Cc1ccccc1, [Cl-], O=Cc1cccc([N+](=O)[O-])c1, [NH4+]. Product: CCN(CC)C(=O)c1ccc(C(O)c2cccc([N+](=O)[O-])c2)cc1. As a reaction SMILES: [CH2:1]([CH3:2])[N:3]([C:4]([c:5]1[cH:6][cH:7][c:8]([I:11])[cH:9][cH:10]1)=[O:12])[CH2:13][CH3:14].[CH2:33]1[O:34][CH2:35][CH2:36][CH2:37]1.[CH2:45]1[O:46][CH2:47][CH2:48][CH2:49]1.[CH3:15][CH2:16][CH2:17][CH2:18][Li:19].[CH3:38][c:39]1[cH:40][cH:41][cH:42][cH:43][cH:44]1.[Cl-:31].[N+:20](=[O:21])([O-:22])[c:23]1[cH:24][c:25]([CH:26]=[O:27])[cH:28][cH:29][cH:30]1.[NH4+:32]>>[CH2:1]([CH3:2])[N:3]([C:4]([c:5]1[cH:6][cH:7][c:8]([CH:26]([c:25]2[cH:24][c:23]([N+:20](=[O:21])[O-:22])[cH:30][cH:29][cH:28]2)[OH:27])[cH:9][cH:10]1)=[O:12])[CH2:13][CH3:14]. Yields the product NC=1C=C(C=CC1OCCN(CC)CC)NC(C#CC1=C(C=C(C=C1)C(F)(F)F)Cl)=O (3-(2-chloro-4-trifluoromethylphenyl)propynoic acid-[3-amino-4-(2-diethylaminoethoxy)phenyl]amide). The solvent is C(C)(=O)OCC (ethyl acetate). The reactants are O (water), C(O)([O-])=O.[Na+] (sodium hydrogen carbonate), O.O.[Sn](Cl)Cl (tin (II) chloride dihydrate), [N+](=O)([O-])C=1C=C(C=CC1OCCN(CC)CC)NC(C#CC1=C(C=C(C=C1)C(F)(F)F)Cl)=O (3-(2-chloro-4-trifluoromethylphenyl)propynoic acid-[3-nitro-4-(2-diethylaminoethoxy)phenyl]amide). Reported procedure: 870 mg (10.3 mmol) of sodium hydrogen carbonate and 1.17 g (5.17 mmol) of tin (II) chloride dihydrate are added at ambient temperature to a solution of 250 mg (0.52 mmol) of 3-(2-chloro-4-trifluoromethylphenyl)propynoic acid-[3-nitro-4-(2-diethylaminoethoxy)phenyl]amide in 50 mL of ethyl acetate. The mixture is refluxed for 12 hours. After cooling, water is added and the organic phase is separated off. The aqueous phase is extracted twice more with ethyl acetate. The combined organic phases are ... Reaction SMILES: C(=O)([O-])O.[Na+].O.O.[Sn](Cl)Cl.[N+:11]([C:14]1[CH:15]=[C:16]([NH:28][C:29](=[O:43])[C:30]#[C:31][C:32]2[CH:37]=[CH:36][C:35]([C:38]([F:41])([F:40])[F:39])=[CH:34][C:33]=2[Cl:42])[CH:17]=[CH:18][C:19]=1[O:20][CH2:21][CH2:22][N:23]([CH2:26][CH3:27])[CH2:24][CH3:25])([O-])=O.O>C(OCC)(=O)C>[NH2:11][C:14]1[CH:15]=[C:16]([NH:28][C:29](=[O:43])[C:30]#[C:31][C:32]2[CH:37]=[CH:36][C:35]([C:38]([F:39])([F:40])[F:41])=[CH:34][C:33]=2[Cl:42])[CH:17]=[CH:18][C:19]=1[O:20][CH2:21][CH2:22][N:23]([CH2:26][CH3:27])[CH2:24][CH3:25] |f:0.1,2.3.4|.